From a dataset of the Open Reaction Database (ORD), a public repository of structured organic reaction records. describe an organic reaction: reactants, conditions, products, and yield The reactants are COC1=CC2=C(SC(=C2OC2=CC=C(C=C2)OC)/C=C/C(=O)OCC)C=C1OC (Ethyl (E)-3-[5,6-dimethoxy-3-(4-methoxyphenoxy)-benzo[b]thiophen-2-yl]-propenoat), [H][H] (hydrogen). The reagents and catalysts are [Pd] (Pd/C). Run in CO (methanol). Product: COC1=CC2=C(SC(=C2OC2=CC=C(C=C2)OC)CCC(=O)OCC)C=C1OC (Ethyl 3-[5,6-dimethoxy-3-(4-methoxyphenoxy)-benzo[b]thiophen-2-yl]-propanoate). RXN SMILES: [CH3:1][O:2][C:3]1[C:27]([O:28][CH3:29])=[CH:26][C:6]2[S:7][C:8](/[CH:19]=[CH:20]/[C:21]([O:23][CH2:24][CH3:25])=[O:22])=[C:9]([O:10][C:11]3[CH:16]=[CH:15][C:14]([O:17][CH3:18])=[CH:13][CH:12]=3)[C:5]=2[CH:4]=1.[H][H]>CO.[Pd]>[CH3:1][O:2][C:3]1[C:27]([O:28][CH3:29])=[CH:26][C:6]2[S:7][C:8]([CH2:19][CH2:20][C:21]([O:23][CH2:24][CH3:25])=[O:22])=[C:9]([O:10][C:11]3[CH:16]=[CH:15][C:14]([O:17][CH3:18])=[CH:13][CH:12]=3)[C:5]=2[CH:4]=1. Procedure details: A solution containing 0.8 mmol of the product obtained in Example 9 in 20 ml of methanol, and 0.2 g of 10% Pd/C is maintained at 40° C. for 24 hours under a stream of hydrogen. Filtration and concentration under reduced pressure and chromatography over silica gel (cyclohexane/ethyl acetate: 80/20) enable the expected product to be isolated. Reactants: CC1=CC(=C(C=C1)S(=O)(=O)NC=1C=CC=C2C=CC=NC12)[N+](=O)[O-] (4-methyl-2-nitro-N-quinolin-8-yl-benzenesulfonamide), CC1=CC(=C(C=C1)S(=O)(=O)NC=1C=CC=C2C=CC=NC12)[N+](=O)[O-] (4-methyl-2-nitro-N-quinolin-8-yl-benzenesulfonamide), Cl[Sn]Cl (SnCl2). The reagents and catalysts are Cl (HCl). Run in CCO (EtOH). The product is NC1=C(C=CC(=C1)C)S(=O)(=O)NC=1C=CC=C2C=CC=NC12 (2-Amino-4-methyl-N-quinolin-8-yl-benzenesulfonamide). Yield: 45.5%. As a reaction SMILES: [CH3:1][C:2]1[CH:7]=[CH:6][C:5]([S:8]([NH:11][C:12]2[CH:13]=[CH:14][CH:15]=[C:16]3[C:21]=2[N:20]=[CH:19][CH:18]=[CH:17]3)(=[O:10])=[O:9])=[C:4]([N+:22]([O-])=O)[CH:3]=1.Cl[Sn]Cl>Cl.CCO>[NH2:22][C:4]1[CH:3]=[C:2]([CH3:1])[CH:7]=[CH:6][C:5]=1[S:8]([NH:11][C:12]1[CH:13]=[CH:14][CH:15]=[C:16]2[C:21]=1[N:20]=[CH:19][CH:18]=[CH:17]2)(=[O:10])=[O:9]. Reported procedure: In a similar fashion using route 1 general procedure 4, 4-methyl-2-nitro-N-quinolin-8-yl-benzenesulfonamide (Intermediate 265) (1.3 g, 3.79 mmol), SnCl2 (2.87 g, 15.1 mmol), 6N HCl (2 drops) and EtOH (10 ml) at 85° C. for 6 h gave the title compound (540 mg, 45%) which was used in the next step without further purification. Yield: 72.0%. Run in CN(C=O)C (N,N-dimethylformamide). Procedure details: A starting compound (N-(4-{[7-(3-bromopropoxy)-6-methoxy-4-quinazolinyl]oxy}-2-chlorophenyl)-N′-propyl-urea, 80 mg), potassium carbonate (138 mg), and 4-mercaptopyridine (22 mg) were dissolved in N,N-dimethylformamide (1 ml), and the solution was stirred at room temperature for 3 hr. Water was added to the reaction mixture, and the mixture was extracted with chloroform-propanol (3/1). The organic layer was dried over anhydrous sodium sulfate. The solvent was removed by distillation under the red... Reaction conditions: time 3 hour. Yields the product ClC1=C(C=CC(=C1)OC1=NC=NC2=CC(=C(C=C12)OC)OCCCSC1=CC=NC=C1)NC(=O)NCCC (N-[2-Chloro-4-({6-methoxy-7-[3-(4-pyridylthio)propoxy]-4-quinazolinyl}oxy)phenyl]-N′-propylurea). Starting materials: O (Water), BrCCCOC1=C(C=C2C(=NC=NC2=C1)OC1=CC(=C(C=C1)NC(=O)NCCC)Cl)OC (N-(4-{[7-(3-bromopropoxy)-6-methoxy-4-quinazolinyl]oxy}-2-chlorophenyl)-N′-propyl-urea), C([O-])([O-])=O.[K+].[K+] (potassium carbonate), SC1=CC=NC=C1 (4-mercaptopyridine). RXN SMILES: Br[CH2:2][CH2:3][CH2:4][O:5][C:6]1[CH:15]=[C:14]2[C:9]([C:10]([O:16][C:17]3[CH:22]=[CH:21][C:20]([NH:23][C:24]([NH:26][CH2:27][CH2:28][CH3:29])=[O:25])=[C:19]([Cl:30])[CH:18]=3)=[N:11][CH:12]=[N:13]2)=[CH:8][C:7]=1[O:31][CH3:32].C(=O)([O-])[O-].[K+].[K+].[SH:39][C:40]1[CH:45]=[CH:44][N:43]=[CH:42][CH:41]=1.O>CN(C)C=O>[Cl:30][C:19]1[CH:18]=[C:17]([O:16][C:10]2[C:9]3[C:14](=[CH:15][C:6]([O:5][CH2:4][CH2:3][CH2:2][S:39][C:40]4[CH:45]=[CH:44][N:43]=[CH:42][CH:41]=4)=[C:7]([O:31][CH3:32])[CH:8]=3)[N:13]=[CH:12][N:11]=2)[CH:22]=[CH:21][C:20]=1[NH:23][C:24]([NH:26][CH2:27][CH2:28][CH3:29])=[O:25] |f:1.2.3|. Reactants: C(C)OC1=CC=C2C[C@@H](C(C2=C1)=O)NC(C(F)(F)F)=O (N-[(2S)-6-Ethoxy-2,3-dihydro-1-oxo-1H-inden-2-yl]-2,2,2-trifluoroacetamide), C(CC)Br (n-Propylbromide), C(C)O (ethanol), [BH4-].[Na+] (Sodium borohydride), [O-]P(=O)([O-])[O-].[Na+].[Na+].[Na+] (Sodium phosphate tribasic). Reaction conditions: time 48 hour. The product is C(CC)N([C@@H]1[C@H](C2=CC(=CC=C2C1)OCC)O)CCC ((1S-trans)-2-(Dipropylamino)-6-ethoxy-2,3-dihydro-1H-inden-1-ol). As a reaction SMILES: [CH2:1]([O:3][C:4]1[CH:12]=[C:11]2[C:7]([CH2:8][C@H:9]([NH:14][C:15](=O)[C:16](F)(F)F)[C:10]2=[O:13])=[CH:6][CH:5]=1)[CH3:2].[BH4-].[Na+].[O-]P([O-])([O-])=O.[Na+].[Na+].[Na+].[CH2:31](Br)[CH2:32][CH3:33].[CH2:35](O)C>>[CH2:15]([N:14]([CH2:31][CH2:32][CH3:33])[C@H:9]1[CH2:8][C:7]2[C:11](=[CH:12][C:4]([O:3][CH2:1][CH3:2])=[CH:5][CH:6]=2)[C@@H:10]1[OH:13])[CH2:16][CH3:35] |f:1.2,3.4.5.6|. Procedure: N-[(2S)-6-Ethoxy-2,3-dihydro-1-oxo-1H-inden-2-yl]-2,2,2-trifluoroacetamide (V, EXAMPLE 4, 4.13 g, 15 mmol) is suspended in ethanol (45 ml) and cooled to −15°. Sodium borohydride (2.83 g, 75 mmol, 5 equiv.) is added and the reaction mixture gradually warmed to 20-25° overnight. The reaction mixture is concentrated to dryness and then suspended in acetonitrile (105 ml). Sodium phosphate tribasic (8.12 g, 49.5 mmol, 3.3 equivalents) is added and the mixture heated to 40°. n-Propylbromide (12.26 ml,... Reactants: [B-](F)(F)(F)F.CC[O+](CC)CC (triethyloxonium borofluoride), COC1=C(C(=O)N)C=CC=C1C (2-methoxy-3-methylbenzamide). Solvent: C(Cl)Cl (methylene chloride), C(Cl)Cl (methylene chloride). Conditions: time 3 day. Product: COC1=C(C(OCC)=N)C=CC=C1C (ethyl 2-methoxy-3-methylbenzimidate). RXN SMILES: [B-](F)(F)(F)F.[CH3:6][CH2:7][O+](CC)CC.[CH3:13][O:14][C:15]1[C:23]([CH3:24])=[CH:22][CH:21]=[CH:20][C:16]=1[C:17]([NH2:19])=[O:18]>C(Cl)Cl>[CH3:13][O:14][C:15]1[C:23]([CH3:24])=[CH:22][CH:21]=[CH:20][C:16]=1[C:17](=[NH:19])[O:18][CH2:6][CH3:7] |f:0.1|. Procedure: A solution of triethyloxonium borofluoride (23 g.) in anhydrous methylene chloride (60 ml.) was added to a solution of 2-methoxy-3-methylbenzamide [19.7 g; prepared as described in French Patent M.21] in anhydrous methylene chloride (200 ml.). The mixture was kept at room temperature for 3 days, concentrated to about 120 ml. and diluted with anhydrous diethyl ether (300 ml.). The solid which separated was filtered off and washed with anhydrous diethyl ether to give ethyl 2-methoxy-3-methylbenzim... Starting materials: S(=O)(Cl)Cl (thionyl chloride), 12.6, FC1=CC(=C(OCCCO)C=C1)[N+](=O)[O-] (3-(4-fluoro-2-nitrophenoxy)propanol), CN(C=O)C (N,N-dimethylformamide). Run in ClC(Cl)Cl (trichloromethane). Conditions: time 1 hour. The product is ClCCCOC1=C(C=C(C=C1)F)[N+](=O)[O-] (1-(3-chloropropoxy)-4-fluoro-2-nitrobenzene). Yield: 55.0%. Reaction SMILES: [F:1][C:2]1[CH:12]=[CH:11][C:5]([O:6][CH2:7][CH2:8][CH2:9]O)=[C:4]([N+:13]([O-:15])=[O:14])[CH:3]=1.CN(C)C=O.S(Cl)([Cl:23])=O>ClC(Cl)Cl>[Cl:23][CH2:9][CH2:8][CH2:7][O:6][C:5]1[CH:11]=[CH:12][C:2]([F:1])=[CH:3][C:4]=1[N+:13]([O-:15])=[O:14]. Procedure details: To a stirred mixture of 12.6 parts of 3-(4-fluoro-2-nitrophenoxy)propanol, 0.9 parts of N,N-dimethylformamide and 150 parts of trichloromethane were added dropwise 8.36 parts of thionyl chloride and stirring was continued for 1 hour at room temperature. The whole was further stirred and refluxed for 3 hours. The reaction mixture was evaporated under methylbenzene. The residue was stirred in petroleumether. The product was filtered off and dried, yielding 7.41 parts (55%) of 1-(3-chloropropoxy)-4... Starting materials: CCCC[N+](CCCC)(CCCC)CCCC, COc1ccc(CO)cc1, [Na+], [Na+], [Na+], [Na+], [OH-], OO, O=P([O-])(O)O, O=P([O-])([O-])O, O=S(=O)([O-])O, Cc1ccccc1C. Yields the product COc1ccc(C=O)cc1. RXN SMILES: [CH2:33]([N+:34]([CH2:35][CH2:36][CH2:37][CH3:38])([CH2:39][CH2:40][CH2:41][CH3:42])[CH2:43][CH2:44][CH2:45][CH3:46])[CH2:47][CH2:48][CH3:49].[CH3:1][O:2][c:3]1[cH:4][cH:5][c:6]([CH2:7][OH:8])[cH:9][cH:10]1.[Na+:16].[Na+:22].[Na+:23].[Na+:27].[OH-:26].[OH:24][OH:25].[P:11]([O-:12])([OH:13])([OH:14])=[O:15].[P:17]([O-:18])([O-:19])([OH:20])=[O:21].[S:28]([O-:29])([OH:30])(=[O:31])=[O:32].[c:50]1([CH3:51])[c:52]([CH3:53])[cH:54][cH:55][cH:56][cH:57]1>>[CH3:1][O:2][c:3]1[cH:4][cH:5][c:6]([CH:7]=[O:8])[cH:9][cH:10]1.